From a dataset of the Open Reaction Database (ORD), a public repository of structured organic reaction records. describe an organic reaction: reactants, conditions, products, and yield Reactants: N1=CC=CC=C1 (pyridine), ClC1=C(N)C=CC(=C1)Br (2-chloro-4-bromoaniline), C(C)(C)(C)OC(=O)N1C(CCC1)C(=O)O (Pyrrolidine-1,2-dicarboxylic acid 1-tert-butyl ester), C(C(=O)Cl)(=O)Cl (oxalyl chloride). Solvent: C(C)OCC (diethyl ether), C(C)OCC (diethyl ether), CCOC(=O)C (EtOAc). Run at temperature 0 celsius, time 1 hour. Yields the product C(C)(C)(C)OC(=O)N1C(CCC1)C(NC1=C(C=C(C=C1)Br)Cl)=O (2-(4-Bromo-2-chloro-phenylcarbamoyl)-pyrrolidine-1-carboxylic acid tert-butyl ester). RXN SMILES: [C:1]([O:5][C:6]([N:8]1[CH2:12][CH2:11][CH2:10][CH:9]1[C:13]([OH:15])=O)=[O:7])([CH3:4])([CH3:3])[CH3:2].N1C=CC=CC=1.C(Cl)(=O)C(Cl)=O.[Cl:28][C:29]1[CH:35]=[C:34]([Br:36])[CH:33]=[CH:32][C:30]=1[NH2:31]>C(OCC)C.CCOC(C)=O>[C:1]([O:5][C:6]([N:8]1[CH2:12][CH2:11][CH2:10][CH:9]1[C:13](=[O:15])[NH:31][C:30]1[CH:32]=[CH:33][C:34]([Br:36])=[CH:35][C:29]=1[Cl:28])=[O:7])([CH3:2])([CH3:3])[CH3:4]. Procedure: Pyrrolidine-1,2-dicarboxylic acid 1-tert-butyl ester (2.2 g, 10 mmol) was dissolved in 150 mL dry diethyl ether under Ar, cooled in an ice water bath, added dry pyridine (2.8 mL, 34 mmol) followed by the dropwise addition of oxalyl chloride (1.5 mL, 17 mmol). A precipitate forms immediately. The reaction was stirred vigorously at 0° C. for 1 hours, then at ambient temperature for two hours. Added 100 mL diethyl ether, filtered off solids washing with diethyl ether. Concentrated the filtrates to ... The reactants are COC1=NC=2CCCCC2C=C1NC(OC1=CC=CC=C1)=S (Phenyl N-(2-methoxy-5,6,7,8-tetrahydroquinolin-3-yl)thiocarbamate), CC=1C=C(C=C(C1)C)N1CCNCC1 (1-(3,5-dimethylphenyl)piperazine). Product: COC1=NC=2CCCCC2C=C1NC(=S)N1CCN(CC1)C1=CC(=CC(=C1)C)C (1-[(2-Methoxy-5,6,7,8-tetrahydroquinolin-3-yl)aminothiocarbonyl]-4-(3,5-dimethylphenyl)piperazine). Isolated yield 54.0%. As a reaction SMILES: [CH3:1][O:2][C:3]1[C:12]([NH:13][C:14](=[S:22])OC2C=CC=CC=2)=[CH:11][C:10]2[CH2:9][CH2:8][CH2:7][CH2:6][C:5]=2[N:4]=1.[CH3:23][C:24]1[CH:25]=[C:26]([N:31]2[CH2:36][CH2:35][NH:34][CH2:33][CH2:32]2)[CH:27]=[C:28]([CH3:30])[CH:29]=1>>[CH3:1][O:2][C:3]1[C:12]([NH:13][C:14]([N:34]2[CH2:35][CH2:36][N:31]([C:26]3[CH:27]=[C:28]([CH3:30])[CH:29]=[C:24]([CH3:23])[CH:25]=3)[CH2:32][CH2:33]2)=[S:22])=[CH:11][C:10]2[CH2:9][CH2:8][CH2:7][CH2:6][C:5]=2[N:4]=1. Procedure: Phenyl N-(2-methoxy-5,6,7,8-tetrahydroquinolin-3-yl)thiocarbamate and 1-(3,5-dimethylphenyl)piperazine were reacted by the same way with the example 22 to obtain the titled compound.